Dataset: the Open Reaction Database (ORD), a public repository of structured organic reaction records. Task: describe an organic reaction: reactants, conditions, products, and yield The reactants are [OH-].[K+] (KOH), n-bromohexane, C1(=CC=CC=C1)C1=NC(=NC(=N1)C1=C(C=C(C=C1)O)O)C1=C(C=C(C=C1)O)O (2-phenyl-4,6-bis-(2,4-dihydroxy-phenyl)-1,3,5-triazine), [OH-].[K+] (KOH), BrCCCCCCCCCCCO (11-bromo-1-undecanol), [I-].[K+] (Potassium iodide). Run in C(COCCO)O.COC (diethyleneglycol dimethyl ether). Run at temperature 110 celsius, time 30 minute. Yields the product C1(=CC=CC=C1)C1=NC(=NC(=N1)C1=C(C=C(C=C1)OCCCCCC)O)C1=C(C=C(C=C1)OCCCCCCCCCCCO)O (2-phenyl-4-(2-hydroxy-4-n-hexyloxy-phenyl)-6-[2-hydroxy-4-(11-hydroxy-undecyloxy)-phenyl]-1,3,5-triazine). Isolated yield 71.7%. RXN SMILES: [C:1]1([C:7]2[N:12]=[C:11]([C:13]3[CH:18]=[CH:17][C:16]([OH:19])=[CH:15][C:14]=3[OH:20])[N:10]=[C:9]([C:21]3[CH:26]=[CH:25][C:24]([OH:27])=[CH:23][C:22]=3[OH:28])[N:8]=2)[CH:6]=[CH:5][CH:4]=[CH:3][CH:2]=1.[OH-].[K+].Br[CH2:32][CH2:33][CH2:34][CH2:35][CH2:36][CH2:37][CH2:38][CH2:39][CH2:40][CH2:41][CH2:42][OH:43].[I-].[K+]>C(O)COCCO.COC>[C:1]1([C:7]2[N:8]=[C:9]([C:21]3[CH:26]=[CH:25][C:24]([O:27][CH2:5][CH2:6][CH2:1][CH2:2][CH2:3][CH3:4])=[CH:23][C:22]=3[OH:28])[N:10]=[C:11]([C:13]3[CH:18]=[CH:17][C:16]([O:19][CH2:32][CH2:33][CH2:34][CH2:35][CH2:36][CH2:37][CH2:38][CH2:39][CH2:40][CH2:41][CH2:42][OH:43])=[CH:15][C:14]=3[OH:20])[N:12]=2)[CH:2]=[CH:3][CH:4]=[CH:5][CH:6]=1 |f:1.2,4.5,6.7|. Procedure: A mixture of 37.3 g of 2-phenyl-4,6-bis-(2,4-dihydroxy-phenyl)-1,3,5-triazine (0.100 moles ), 6.6 g of powdered KOH (Fluka, >85%, 0.100 moles), 25.9 g of 11-bromo-1-undecanol(Fluka, 97%, 0.103 moles), and 0.6 g (3.6 mmoles) of Potassium iodide (Merck, 99.5% ) in 160 mL of diethyleneglycol-dimethyl ether (Diglyme, Fluka, 99% ) is heated under stirring at 110° C. for 4 hours 30 min. After cooling to 50° C., there are added 6.6 g (0.100 moles) of powdered KOH (Fluka, >85% ) and 17.0 g (0.103 moles)... The reactants are C[C@@H]1CC(N[C@H]1CC1=CC=CC=C1)=O (trans-4-methyl-5-(phenylmethyl)pyrrolidin-2-one), F[B-](F)(F)F.C[O+](C)C (trimethyloxonium tetrafluoroborate). Run in C(Cl)Cl (methylene chloride). Product: COC=1C[C@H]([C@@H](N1)CC1=CC=CC=C1)C (trans-3,4-dihydro-5-methoxy-3-methyl-2-(phenylmethyl)-2H-pyrrole). Isolated yield 73.8%. RXN SMILES: [CH3:1][C@H:2]1[C@H:6]([CH2:7][C:8]2[CH:13]=[CH:12][CH:11]=[CH:10][CH:9]=2)[NH:5][C:4](=[O:14])[CH2:3]1.F[B-](F)(F)F.[CH3:20][O+](C)C>C(Cl)Cl>[CH3:20][O:14][C:4]1[CH2:3][C@@H:2]([CH3:1])[C@H:6]([CH2:7][C:8]2[CH:13]=[CH:12][CH:11]=[CH:10][CH:9]=2)[N:5]=1 |f:1.2|. Reported procedure: A solution of the product of Example 62 (400 mg, 2.0 mmol) in methylene chloride (25 mL) was treated with trimethyloxonium tetrafluoroborate (361 mg, 2.4 mmol) by the method of Example 3 to produce the title material (300 mg, 40%). The reactants are ClC1=NC=C(C(=O)NC2=C(C=C(C=C2)OC)O)C=C1 (6-Chloro-N-(2-hydroxy-4-methoxyphenyl)nicotinamide), CN(C)C=O (DMF), O (water). Reagents/catalysts: S(O)(O)(=O)=O (sulfuric acid). Reaction conditions: time 20 minute. Yields the product COC1=CC2=C(N=C(O2)C=2C=CC(=NC2)N(C)C)C=C1 (5-(6-Methoxy-1,3-benzoxazol-2-yl)-N,N-dimethylpyridin-2-amine). As a reaction SMILES: Cl[C:2]1[CH:19]=[CH:18][C:5]([C:6]([NH:8][C:9]2[CH:14]=[CH:13][C:12]([O:15][CH3:16])=[CH:11][C:10]=2[OH:17])=O)=[CH:4][N:3]=1.O.[CH3:21][N:22](C=O)[CH3:23]>S(=O)(=O)(O)O>[CH3:16][O:15][C:12]1[CH:13]=[CH:14][C:9]2[N:8]=[C:6]([C:5]3[CH:18]=[CH:19][C:2]([N:22]([CH3:23])[CH3:21])=[N:3][CH:4]=3)[O:17][C:10]=2[CH:11]=1. Procedure: 6-Chloro-N-(2-hydroxy-4-methoxyphenyl)nicotinamide (40 mg, 0.14 mmol) was dissolved in DMF (1.5 mL) and one drop of sulfuric acid was added. The reaction was run at 230° C. for 20 minutes in a microwave reactor. The mixture was added to water, the solid was collected, rinsed with water and dried. The crude product was purified by flash column chromatography using 40% ethyl acetate in hexane, giving the title compound (14 mg) as an orange solid. 1H NMR (400 MHz, CHLOROFORM-d) δ ppm 8.96 (d, 1H) 8... Starting materials: [F-].C(CCC)[N+](CCCC)(CCCC)CCCC (Tetrabutylammonium fluoride), [N-]=C=O (isocyanate), C(C1=CC=CC=C1)OC1=C(C=CC(=C1)I)N1CC(N(S1(=O)=O)CC[Si](C)(C)C)=O (5-(2-benzyloxy-4-iodophenyl)-1,1-dioxo-2-(2-trimethylsilanylethyl)-1,2,5-thiadiazolidin-3-one). Solvent: C1CCOC1 (THF), C1CCOC1 (THF). Reaction conditions: time 2 hour. The product is C(C1=CC=CC=C1)OC1=C(C=CC(=C1)I)N1CC(NS1(=O)=O)=O (5-(2-Benzyloxy-4-iodophenyl)-1,1-dioxo-1,2,5-thiadiazolidin-3-one). As a reaction SMILES: [F-].C([N+](CCCC)(CCCC)CCCC)CCC.[N-]=C=O.[CH2:22]([O:29][C:30]1[CH:35]=[C:34]([I:36])[CH:33]=[CH:32][C:31]=1[N:37]1[S:41](=[O:43])(=[O:42])[N:40](CC[Si](C)(C)C)[C:39](=[O:50])[CH2:38]1)[C:23]1[CH:28]=[CH:27][CH:26]=[CH:25][CH:24]=1>C1COCC1>[CH2:22]([O:29][C:30]1[CH:35]=[C:34]([I:36])[CH:33]=[CH:32][C:31]=1[N:37]1[S:41](=[O:43])(=[O:42])[NH:40][C:39](=[O:50])[CH2:38]1)[C:23]1[CH:24]=[CH:25][CH:26]=[CH:27][CH:28]=1 |f:0.1|. Procedure: Tetrabutylammonium fluoride (1.0M in THF, 15 mL) is added to a solution of PS-isocyanate resin (3.5 g) in THF. The mixture is stirred at RT for 2 h. The resin is filtered off and the filtrate is added to a solution of 5-(2-benzyloxy-4-iodophenyl)-1,1-dioxo-2-(2-trimethylsilanylethyl)-1,2,5-thiadiazolidin-3-one (5.0 g, 9.18 mmol) in THF. The reaction is stirred at 50° C. for 18 h. The mixture is cooled and concentrated. The residue is partitioned between EtOAc and water and the organic layer is w...